This data is from the Open Reaction Database (ORD), a public repository of structured organic reaction records. The task is: describe an organic reaction: reactants, conditions, products, and yield The product is C(C)N(C(=O)C=1N(C(=CC(C1O)=O)C)C)CC (N,N-diethyl-3-hydroxy-1,6-dimethyl-4-oxo-1,4-dihydropyridine-2-carboxamide). The reagents and catalysts are [OH-].[OH-].[Pd+2] (Pd(OH)2 on charcoal). The reactants are C(C1=CC=CC=C1)OC1=C(N(C(=CC1=O)C)C)C(=O)N(CC)CC (3-(benzyloxy)-N,N-diethyl-1,6-dimethyl-4-oxo-1,4-dihydropyridine-2-carboxamide), [H][H] (hydrogen). Isolated yield 90.8%. Solvent: C(C)O (ethanol). Reaction SMILES: C([O:8][C:9]1[C:14](=[O:15])[CH:13]=[C:12]([CH3:16])[N:11]([CH3:17])[C:10]=1[C:18]([N:20]([CH2:23][CH3:24])[CH2:21][CH3:22])=[O:19])C1C=CC=CC=1.[H][H]>C(O)C.[OH-].[OH-].[Pd+2]>[CH2:23]([N:20]([CH2:21][CH3:22])[C:18]([C:10]1[N:11]([CH3:17])[C:12]([CH3:16])=[CH:13][C:14](=[O:15])[C:9]=1[OH:8])=[O:19])[CH3:24] |f:3.4.5|. Procedure details: Pd(OH)2 on charcoal (0.1 g) was added to a solution of 3-(benzyloxy)-N,N-diethyl-1,6-dimethyl-4-oxo-1,4-dihydropyridine-2-carboxamide(1.0 g, 3.05 mmol) in ethanol (100 ml) under nitrogen. The mixture was hydrogenated at 50 psi hydrogen for 4 hrs. The Pd(OH)2 was removed by filtration through Celite and the Celite cake was washed with ethanol (3×10 ml). The ethanol filtrate was evaporated to give a slightly red solid (0.66 g, 94%). Melting point: 128 to 130° C. H-NMR (CDCl3) σ:1.19 (t, J=7.11 Hz,... Starting materials: C(Cl)Cl (methylene chloride), CC=1C=C(C(=O)Cl)C=C(C1OC(C)=O)C (3,5-dimethyl-4-acetoxybenzoyl chloride), N1CCOCCOCCNCCOCCOCC1 (1,10-diaza-4,7,13,16-tetraoxacyclooctadecane), C(C)N(CC)C1=NC=CC=C1 (diethylaminopyridine). Run in C(C)N(CC)CC (triethylamine). Yields the product CC=1C=C(C=C(C1OC(C)=O)C)C(=O)N1CCOCCOCCN(CCOCCOCC1)C(=O)C1=CC(=C(C(=C1)C)OC(C)=O)C (1,10-bis(3',5'-dimethyl-4'-acetoxyphenylcarbonyl)-1,10-diaza-4,7,13,16-tetraoxacyclooctadecane). Yield: 570.5%. RXN SMILES: C(Cl)Cl.[CH3:4][C:5]1[CH:6]=[C:7]([CH:11]=[C:12]([CH3:18])[C:13]=1[O:14][C:15](=[O:17])[CH3:16])[C:8](Cl)=[O:9].[NH:19]1[CH2:36][CH2:35][O:34][CH2:33][CH2:32][O:31][CH2:30][CH2:29][NH:28][CH2:27][CH2:26][O:25][CH2:24][CH2:23][O:22][CH2:21][CH2:20]1.C(N([C:42]1[CH:47]=[CH:46][CH:45]=[CH:44]N=1)CC)C>C(N(CC)CC)C>[CH3:4][C:5]1[CH:6]=[C:7]([C:8]([N:19]2[CH2:36][CH2:35][O:34][CH2:33][CH2:32][O:31][CH2:30][CH2:29][N:28]([C:8]([C:7]3[CH:11]=[C:47]([CH3:42])[C:46]([O:17][C:15](=[O:14])[CH3:16])=[C:45]([CH3:44])[CH:6]=3)=[O:9])[CH2:27][CH2:26][O:25][CH2:24][CH2:23][O:22][CH2:21][CH2:20]2)=[O:9])[CH:11]=[C:12]([CH3:18])[C:13]=1[O:14][C:15](=[O:17])[CH3:16]. Reported procedure: To 50 ml of methylene chloride were dissolved 0.9 g/4 mmol of 3,5-dimethyl-4-acetoxybenzoyl chloride and 0.5 g/1.9 mmol of 1,10-diaza-4,7,13,16-tetraoxacyclooctadecane, and to this solution was added 2.2 ml of triethylamine and a catalytic amount (40 mg/0.3 mmol) of diethylaminopyridine in an ice bath. The reaction mixture was refluxed under heat for 4 hours, and allowed to cool to room temperature. The reaction solution was washed with 1N hydrochloric acid, distilled water, saturated aqueous so... The reactants are [H-].[Na+] (sodium hydride), oil, C1CCOC1 (THF), P(OC(C(=O)OCC1=CC=CC=C1)(C)C)([O-])=O (dimethyl(benzyloxycarbonyl)methyl phosphonate), C(C)(=O)C1=NC=CC=C1 (2-Acetyl pyridine), ice. Reaction conditions: temperature 0 celsius, time 15 minute. Product: C(C1=CC=CC=C1)OC(\C=C(/C)\C1=NC=CC=C1)=O ((E)-3-pyridin-2-yl-but-2-enoic acid benzyl ester), C(C1=CC=CC=C1)OC(\C=C(\C)/C1=NC=CC=C1)=O ((Z)-3-pyridin-2-yl-but-2-enoic acid benzyl ester). As a reaction SMILES: [H-].[Na+].P(=O)([O-])O[C:5]([CH3:17])(C)[C:6]([O:8][CH2:9][C:10]1[CH:15]=[CH:14][CH:13]=[CH:12][CH:11]=1)=[O:7].[C:20]([C:23]1[CH:28]=[CH:27][CH:26]=[CH:25][N:24]=1)(=O)[CH3:21].[CH2:29]1COCC1>>[CH2:9]([O:8][C:6](=[O:7])/[CH:5]=[C:17](/[C:23]1[CH:28]=[CH:27][CH:26]=[CH:25][N:24]=1)\[CH3:29])[C:10]1[CH:11]=[CH:12][CH:13]=[CH:14][CH:15]=1.[CH2:9]([O:8][C:6](=[O:7])/[CH:21]=[C:20](\[C:23]1[CH:28]=[CH:27][CH:26]=[CH:25][N:24]=1)/[CH3:29])[C:10]1[CH:15]=[CH:14][CH:13]=[CH:12][CH:11]=1 |f:0.1|. Procedure details: To a suspension of sodium hydride 60% dispersion in mineral oil (480 mg, 12 mmol, 1.2 eq.) in THF (20 mL) at 0° C., dimethyl(benzyloxycarbonyl)methyl phosphonate (2.14 ml, 10 mmol, 1.0 eq.) was added dropwise. The mixture was stirred at 0° C. for 15 min. 2-Acetyl pyridine (1.14 mL, 10 mmol, 1.0 eq.) was added dropwise. The mixture was slowly warmed up to r.t. and stirred at r.t. for 18 hours (the ice bath was let expire). The reaction mixture was quenched with sat. aq. NaHCO3 soln. (50 mL). The ... Reactants: N#Cc1ccc2c(c1)CCC(C[P+](c1ccccc1)(c1ccccc1)c1ccccc1)C2, CCOC(=O)C(=O)c1ccc(OC2CCN(C(=O)OC(C)(C)C)C2)cc1, CCOC(C)=O, [H-], [Na+], C1CCOC1, Cc1ccc(S(=O)(=O)[O-])cc1. The product is CCOC(=O)C(=CC1CCc2cc(C#N)ccc2C1)c1ccc(OC2CCN(C(=O)OC(C)(C)C)C2)cc1. As a reaction SMILES: [C:12](#[N:13])[c:14]1[cH:15][c:16]2[c:21]([cH:22][cH:23]1)[CH2:20][CH:19]([CH2:24][P+:25]([c:26]1[cH:27][cH:28][cH:29][cH:30][cH:31]1)([c:32]1[cH:33][cH:34][cH:35][cH:36][cH:37]1)[c:38]1[cH:39][cH:40][cH:41][cH:42][cH:43]1)[CH2:18][CH2:17]2.[C:46]([CH3:47])([CH3:48])([CH3:49])[O:50][C:51](=[O:52])[N:53]1[CH2:54][CH:55]([O:58][c:59]2[cH:60][cH:61][c:62]([C:65]([C:66](=[O:67])[O:68][CH2:69][CH3:70])=[O:71])[cH:63][cH:64]2)[CH2:56][CH2:57]1.[CH3:77][CH2:78][O:79][C:80](=[O:81])[CH3:82].[H-:44].[Na+:45].[O:72]1[CH2:73][CH2:74][CH2:75][CH2:76]1.[c:1]1([CH3:2])[cH:3][cH:4][c:5]([S:6]([O-:7])(=[O:8])=[O:9])[cH:10][cH:11]1>>[C:12](#[N:13])[c:14]1[cH:15][c:16]2[c:21]([cH:22][cH:23]1)[CH2:20][CH:19]([CH:24]=[C:65]([c:62]1[cH:61][cH:60][c:59]([O:58][CH:55]3[CH2:54][N:53]([C:51]([O:50][C:46]([CH3:47])([CH3:48])[CH3:49])=[O:52])[CH2:57][CH2:56]3)[cH:64][cH:63]1)[C:66](=[O:67])[O:68][CH2:69][CH3:70])[CH2:18][CH2:17]2. The reactants are ClC1=CC=C(C(=N1)NCC1CCOCC1)N (6-chloro-N2-((tetrahydro-2H-pyran-4-yl)methyl)pyridine-2,3-diamine), C(=O)O (formic acid). The product is ClC1=CC=C2C(=N1)N(C=N2)CC2CCOCC2 (5-chloro-3-((tetrahydro-2H-pyran-4-yl)methyl)-3H-imidazo[4,5-b]pyridine). As a reaction SMILES: [Cl:1][C:2]1[N:7]=[C:6]([NH:8][CH2:9][CH:10]2[CH2:15][CH2:14][O:13][CH2:12][CH2:11]2)[C:5]([NH2:16])=[CH:4][CH:3]=1.[CH:17](O)=O>>[Cl:1][C:2]1[N:7]=[C:6]2[N:8]([CH2:9][CH:10]3[CH2:15][CH2:14][O:13][CH2:12][CH2:11]3)[CH:17]=[N:16][C:5]2=[CH:4][CH:3]=1. Procedure details: A solution of the crude product of Example 7B (0.979 g, 4.05 mmol) in formic acid (2 mL, 52.1 mmol) was heated at 95° C. for 1 hour. After cooling, the mixture was concentrated and dissolved in ethyl acetate. The mixture was washed with dilute potassium carbonate and brine, dried over magnesium sulfate, filtered and concentrated. Recrystallization from ethyl acetate/hexane afforded the title compound. MS (ESI) m/z 252 (M+H)+. The reactants are Cl (hydrochloric acid), BrCCC(F)(F)C1=CC=C(C=C1)F (1-(3-bromo-1,1-difluoropropyl)-4-fluorobenzene), C(=O)([O-])[O-].[K+].[K+] (K2CO3), SC1=C(C(=O)O)C=CC=N1 (2-mercapto-nicotinic acid). Run in CCCCCC.CC(OCC)=O (hexane EA), CN(C)C=O (DMF), O (water). Run at temperature 90 celsius. Yields the product FC(CCSC1=C(C(=O)O)C=CC=N1)(C1=CC=C(C=C1)F)F (2-(3,3-difluoro-3-(4-fluorophenyl)propylthio)-nicotinic acid). Isolated yield 30.0%. Reaction SMILES: Br[CH2:2][CH2:3][C:4]([C:7]1[CH:12]=[CH:11][C:10]([F:13])=[CH:9][CH:8]=1)([F:6])[F:5].C([O-])([O-])=O.[K+].[K+].[SH:20][C:21]1[N:29]=[CH:28][CH:27]=[CH:26][C:22]=1[C:23]([OH:25])=[O:24].Cl>CN(C=O)C.CCCCCC.CC(=O)OCC.O>[F:5][C:4]([F:6])([C:7]1[CH:12]=[CH:11][C:10]([F:13])=[CH:9][CH:8]=1)[CH2:3][CH2:2][S:20][C:21]1[N:29]=[CH:28][CH:27]=[CH:26][C:22]=1[C:23]([OH:25])=[O:24] |f:1.2.3,7.8|. Procedure: 1.02 g (4.0 mmol) of 1-(3-bromo-1,1-difluoropropyl)-4-fluorobenzene (precursor VC005) and 1.67 g (12.0 mmol) of K2CO3 were added to a solution of 620 mg (4.0 mmol) of 2-mercapto-nicotinic acid in DMF (10 ml), and the mixture was heated for 2 h at 90° C. Dilution with water (20 ml) was then carried out, and the pH was adjusted to −2 with 6M hydrochloric acid. Extraction with EA (3×40 ml) was then carried out. The combined organic phases were washed with water and brine, dried over Na2SO4, filtere... Starting materials: COC(=O)c1ccc(CBr)cc1, C1CCOC1, CCOC(C)=O, [H-], [Na+], CN(C)C=O, c1ccc2[nH]cnc2c1. Product: COC(=O)c1ccc(Cn2cnc3ccccc32)cc1. Reaction SMILES: [Br:12][CH2:13][c:14]1[cH:15][cH:16][c:17]([C:18](=[O:19])[O:20][CH3:21])[cH:22][cH:23]1.[CH2:24]1[O:25][CH2:26][CH2:27][CH2:28]1.[CH3:34][CH2:35][O:36][C:37]([CH3:38])=[O:39].[H-:10].[Na+:11].[O:29]=[CH:30][N:31]([CH3:32])[CH3:33].[n:1]1[cH:2][nH:3][c:4]2[c:5]1[cH:6][cH:7][cH:8][cH:9]2>>[n:1]1([CH2:13][c:14]2[cH:15][cH:16][c:17]([C:18](=[O:19])[O:20][CH3:21])[cH:22][cH:23]2)[cH:2][n:3][c:4]2[c:5]1[cH:6][cH:7][cH:8][cH:9]2.